This data is from the Open Reaction Database (ORD), a public repository of structured organic reaction records. The task is: describe an organic reaction: reactants, conditions, products, and yield Reactants: COC(=O)[C@@H]1CC[C@H](CC1)OC1=CC2=CC=CC=C2C=C1 (trans-4-(naphthalen-2-yloxy)-cyclohexanecarboxylic acid methyl ester), O.NN (hydrazine hydrate). Run in CO (methanol). Conditions: temperature 80 celsius. The product is C1=C(C=CC2=CC=CC=C12)O[C@@H]1CC[C@H](CC1)C(=O)NN (trans-4-(Naphthalen-2-yloxy)-cyclohexanecarboxylic acid hydrazide). The yield is 87.5%. Reaction SMILES: C[O:2][C:3]([C@H:5]1[CH2:10][CH2:9][C@H:8]([O:11][C:12]2[CH:21]=[CH:20][C:19]3[C:14](=[CH:15][CH:16]=[CH:17][CH:18]=3)[CH:13]=2)[CH2:7][CH2:6]1)=O.O.[NH2:23][NH2:24]>CO>[CH:13]1[C:14]2[C:19](=[CH:18][CH:17]=[CH:16][CH:15]=2)[CH:20]=[CH:21][C:12]=1[O:11][C@H:8]1[CH2:9][CH2:10][C@H:5]([C:3]([NH:23][NH2:24])=[O:2])[CH2:6][CH2:7]1 |f:1.2|. Procedure: A mixture of trans-4-(naphthalen-2-yloxy)-cyclohexanecarboxylic acid methyl ester (0.130 g, 0.457 mmol) and hydrazine hydrate (0.02 ml, 0.45 mmol) in methanol (0.5 ml) was heated at 80° C. for 16 h. After cooling to room temperature the reaction mixture was partitioned between ethyl acetate (50 ml) and 1 M aqueous sodium hydroxide solution (50 ml). The organic layer was separated, dried over anhydrous sodium sulfate and concentrated in vacuo to give the crude title compound (0.112 g, 86%) as yel... The reactants are [N+](=O)([O-])C=1C=CC=C2C=CC(NC12)=O (1,2-dihydro-8-nitroquinolin-2-one), O (water), C(=O)([O-])[O-].[Cs+].[Cs+] (Cs2CO3), IC (iodomethane). Run in CN(C)C=O (DMF). Run at time 2.5 hour. Product: COC1=NC2=C(C=CC=C2C=C1)[N+](=O)[O-] (2-Methoxy-8-nitroquinoline). Reaction SMILES: [N+:1]([C:4]1[CH:5]=[CH:6][CH:7]=[C:8]2[C:13]=1[NH:12][C:11](=[O:14])[CH:10]=[CH:9]2)([O-:3])=[O:2].[C:15]([O-])([O-])=O.[Cs+].[Cs+].IC.O>CN(C=O)C>[CH3:15][O:14][C:11]1[CH:10]=[CH:9][C:8]2[C:13](=[C:4]([N+:1]([O-:3])=[O:2])[CH:5]=[CH:6][CH:7]=2)[N:12]=1 |f:1.2.3|. Procedure details: To a stirred solution of 1,2-dihydro-8-nitroquinolin-2-one, as described above in Step C, (2.55 g, 13.41 mmol) in DMF (80 mL) were added Cs2CO3 (13.11 g, 40.23 mmol) and iodomethane (1.37 mL, 14.75 mmol) and the mixture was stirred vigorously for 2.5 hours. The reaction mixture was poured into water at 0° C. and the solid was isolated by filtration. The resulting solid was dried in vacuo, to yield the above-titled compound. Reactants: CN(C)C=O, CO, CC1(C)CN(C2CC3(C)C(CCC4C5CCC(C(=O)CCl)C5(C)CC(=O)C43)CC2O)CCO1, N#C[Na], O. The product is CC1(C)CN(C2CC3(C)C(CCC4C5CCC(C(=O)CC#N)C5(C)CC(=O)C43)CC2O)CCO1. RXN SMILES: [CH3:37][N:38]([CH3:39])[CH:40]=[O:41].[CH3:42][OH:43].[Cl:1][CH2:2][C:3]([CH:4]1[CH2:5][CH2:6][CH:7]2[CH:8]3[CH2:9][CH2:10][CH:11]4[CH2:12][CH:13]([OH:32])[CH:14]([N:24]5[CH2:25][C:26]([CH3:30])([CH3:31])[O:27][CH2:28][CH2:29]5)[CH2:15][C:16]4([CH3:17])[CH:18]3[C:19](=[O:23])[CH2:20][C:21]12[CH3:22])=[O:33].[Na:34][C:35]#[N:36].[OH2:44]>>[CH2:2]([C:3]([CH:4]1[CH2:5][CH2:6][CH:7]2[CH:8]3[CH2:9][CH2:10][CH:11]4[CH2:12][CH:13]([OH:32])[CH:14]([N:24]5[CH2:25][C:26]([CH3:30])([CH3:31])[O:27][CH2:28][CH2:29]5)[CH2:15][C:16]4([CH3:17])[CH:18]3[C:19](=[O:23])[CH2:20][C:21]12[CH3:22])=[O:33])[C:35]#[N:36]. Reactants: COC1=CC2=C(CC(N(CC2)CCCN(CCC2=CC(=C(C(=C2)Cl)N)Cl)C)=O)C=C1OC (1-[7,8dimethoxy-1,3,4,5-tetrahydro-2H-3-benzazepin- 2-on-3-yl]-3-[N-methyl-N-(2-{4-amino-3,5-dichloro-phenyl}-ethyl)-amino]-propane), [Se](=O)=O (selenium dioxide). Product: COC1=CC2=C(C(C(N(CC2)CCCN(CCC2=CC(=C(C(=C2)Cl)N)Cl)C)=O)=O)C=C1OC (1-[7,8-Dimethoxy-1,3,4,5-tetrahydro-2H-3-benzazepin-1,2-dione-3-yl]-3-[N-methyl-N-(2-{4-amino-3,5-dichloro-phenyl}-ethyl)-amino]-propane). RXN SMILES: [CH3:1][O:2][C:3]1[C:30]([O:31][CH3:32])=[CH:29][C:6]2[CH2:7][C:8](=[O:28])[N:9]([CH2:12][CH2:13][CH2:14][N:15]([CH3:27])[CH2:16][CH2:17][C:18]3[CH:23]=[C:22]([Cl:24])[C:21]([NH2:25])=[C:20]([Cl:26])[CH:19]=3)[CH2:10][CH2:11][C:5]=2[CH:4]=1.[Se](=O)=[O:34]>>[CH3:1][O:2][C:3]1[C:30]([O:31][CH3:32])=[CH:29][C:6]2[C:7](=[O:34])[C:8](=[O:28])[N:9]([CH2:12][CH2:13][CH2:14][N:15]([CH3:27])[CH2:16][CH2:17][C:18]3[CH:23]=[C:22]([Cl:24])[C:21]([NH2:25])=[C:20]([Cl:26])[CH:19]=3)[CH2:10][CH2:11][C:5]=2[CH:4]=1. Procedure: This compound was prepared analogous to Example 5(b) from 1-[7,8dimethoxy-1,3,4,5-tetrahydro-2H-3-benzazepin- 2-on-3-yl]-3-[N-methyl-N-(2-{4-amino-3,5-dichloro-phenyl}-ethyl)-amino]-propane and selenium dioxide. Starting materials: CC(C)(C)NS(=O)(=O)c1ccc(B2OC(C)(C)C(C)(C)O2)s1, Cc1cc(-c2ccc(Cl)cc2)nc(-n2cnc(I)c2)n1. Product: Cc1cc(-c2ccc(Cl)cc2)nc(-n2cnc(-c3ccc(S(=O)(=O)NC(C)(C)C)s3)c2)n1. RXN SMILES: [C:21]([CH3:22])([CH3:23])([CH3:24])[NH:25][S:26](=[O:27])(=[O:28])[c:29]1[s:30][c:31]([B:34]2[O:35][C:36]([CH3:37])([CH3:38])[C:39]([CH3:40])([CH3:41])[O:42]2)[cH:32][cH:33]1.[Cl:1][c:2]1[cH:3][cH:4][c:5](-[c:8]2[n:9][c:10](-[n:15]3[cH:16][n:17][c:18]([I:20])[cH:19]3)[n:11][c:12]([CH3:14])[cH:13]2)[cH:6][cH:7]1>>[Cl:1][c:2]1[cH:3][cH:4][c:5](-[c:8]2[n:9][c:10](-[n:15]3[cH:16][n:17][c:18](-[c:31]4[s:30][c:29]([S:26]([NH:25][C:21]([CH3:22])([CH3:23])[CH3:24])(=[O:27])=[O:28])[cH:33][cH:32]4)[cH:19]3)[n:11][c:12]([CH3:14])[cH:13]2)[cH:6][cH:7]1. Starting materials: CC(C)(C)OC(=O)N1CCC(O[Si](C)(C)C(C)(C)C)C1CO, ClCCl. Yields the product CC(C)(C)OC(=O)N1CCC(O[Si](C)(C)C(C)(C)C)C1C=O. RXN SMILES: [C:1]([CH3:2])([CH3:3])([CH3:4])[O:5][C:6](=[O:7])[N:8]1[CH:9]([CH2:21][OH:22])[CH:10]([O:13][Si:14]([CH3:15])([CH3:16])[C:17]([CH3:18])([CH3:19])[CH3:20])[CH2:11][CH2:12]1.[Cl:23][CH2:24][Cl:25]>>[C:1]([CH3:2])([CH3:3])([CH3:4])[O:5][C:6](=[O:7])[N:8]1[CH:9]([CH:21]=[O:22])[CH:10]([O:13][Si:14]([CH3:15])([CH3:16])[C:17]([CH3:18])([CH3:19])[CH3:20])[CH2:11][CH2:12]1. Reactants: O (Water), C(C)(C)(C)[Si](Cl)(C)C (tert-butyldimethylchlorosilane), CNCCO (2-(methylamino)ethanol), N1C=NC=C1 (imidazole). Run in ClCCl (dichloromethane), ClCCl (dichloromethane). Conditions: time 1 hour. Product: [Si](C)(C)(C(C)(C)C)OCCNC (2-((tert-Butyldimethylsilyl)oxy)-N-methylethanamine). Isolated yield 101.2%. As a reaction SMILES: [C:1]([Si:5]([CH3:8])([CH3:7])Cl)([CH3:4])([CH3:3])[CH3:2].[CH3:9][NH:10][CH2:11][CH2:12][OH:13].N1C=CN=C1.O>ClCCl>[Si:5]([O:13][CH2:12][CH2:11][NH:10][CH3:9])([C:1]([CH3:4])([CH3:3])[CH3:2])([CH3:8])[CH3:7]. Procedure details: A solution of tert-butyldimethylchlorosilane (4.2 g, 27.9 mmol) in dichloromethane (10 mL) was added dropwise over 3 min to a stirred solution of 2-(methylamino)ethanol (2.0 g, 26.6 mmol) and imidazole in dichloromethane (20 mL) at room temperature. The resulting mixture was stirred at room temperature for 1 h. Water (20 mL) was added and the phases were separated. The aqueous phase was extracted with dichloromethane then the combined organic phases were passed through a phase separation cartrid... The reactants are FC=1C=C(C=CC1[N+](=O)[O-])O (3-fluoro-4-nitrophenol), [Sn] (tin), Cl (HCl), C(CCCCCCC)O (octanol), Cl (HCl). The solvent is O (H2O), O (water). Product: NC1=C(C=C(C=C1)O)F (4-amino-3-fluorophenol). Isolated yield 95.3%. RXN SMILES: [F:1][C:2]1[CH:3]=[C:4]([OH:11])[CH:5]=[CH:6][C:7]=1[N+:8]([O-])=O.Cl.C(O)CCCCCCC.[Sn]>O>[NH2:8][C:7]1[CH:6]=[CH:5][C:4]([OH:11])=[CH:3][C:2]=1[F:1] |^3:21|. Procedure: The 14 g (0.09 mol) of 3-fluoro-4-nitrophenol from above was combined with 55 mL (0.66 mol) of concentrated HCl, 55 mL of H2O, and 0.5 mL of octanol and stirred mechanically. To this mixture was added 33 g (0.28 mol) of mossy tin and the mixture was heated on a steam bath to initiate the reaction. After the reaction had subsided (8-10 minutes), 92 mL of concentrated HCl in 160 mL of water was added. The reaction was stirred on the steam bath for 1/2 hour and filtered hot. The filtrate was cooled... The reactants are ClC=1C=C2C(N(C1)CCCCS(=O)(=O)[O-])=N\C(\C2(C)C)=C\C=C(\C=C\C2=[N+](C=1C=CC3=C(C1C2(C)C)C=C(C=C3S(=O)(=O)[O-])S(=O)(=O)[O-])CCCCS(=O)(=O)[O-])/C3=CC(=CC=C3)CCCCC(=O)ON3C(CCC3=O)=O.[Na+].[Na+].[Na+] (Sodium 2-((1E,3Z,5E)-5-(5-Chloro-3,3-dimethyl-7-(4-sulfonatobutyl)-3,7-dihydro-2H-pyrrolo[2,3-b]pyridin-2-ylidene)-3-(3-(5-(2,5-dioxopyrrolidin-1-yloxy)-5-oxopentyl)phenyl)penta-1,3-dienyl)-1,1-dimethyl-3-(4-sulfonatobutyl)-1H-benzo[e]indolium-6,8-disulfonate), C(=O)(O)CCC=1C=C(C=CC1)/C(/C=C/C1=[N+](C=2C=CC3=C(C2C1(C)C)C=C(C=C3S(=O)(=O)[O-])S(=O)(=O)[O-])CCCCS(=O)(=O)[O-])=C\C=C\3/C(C=1C(N(C=C(C1)Cl)CCCCS(=O)(=O)[O-])=N3)(C)C.[Na+].[Na+].[Na+] (Sodium 2-((1E,3Z,5E)-3-(3-(2-Carboxyethyl)phenyl)-5-(5-chloro-3,3-dimethyl-7-(4-sulfonatobutyl)-3,7-dihydro-2H-pyrrolo[2,3-b]pyridin-2-ylidene)penta-1,3-dienyl)-1,1-dimethyl-3-(4-sulfonatobutyl)-1H-benzo[e]indolium-6,8-disulfonate). Yields the product ClC=1C=C2C(N(C1)CCCCS(=O)(=O)[O-])=N\C(\C2(C)C)=C\C=C(\C=C\C2=[N+](C=1C=CC3=C(C1C2(C)C)C=C(C=C3S(=O)(=O)[O-])S(=O)(=O)[O-])CCCCS(=O)(=O)[O-])/C3=CC(=CC=C3)CCC(=O)ON3C(CCC3=O)=O.[Na+].[Na+].[Na+] (Sodium 2-((1E,3Z,5E)-5-(5-Chloro-3,3-dimethyl-7-(4-sulfonatobutyl)-3,7-dihydro-2H-pyrrolo[2,3-b]pyridin-2-ylidene)-3-(3-(3-(2,5-dioxopyrrolidin-1-yloxy)-3-oxopropyl)phenyl)penta-1,3-dienyl)-1,1-dimethyl-3-(4-sulfonatobutyl)-1H-benzo[e]indolium-6,8-disulfonate). RXN SMILES: ClC1C=C2C(C)(C)/C(=C\C=C(/C3C=CC=C(CCCCC(O[N:70]4[C:74](=[O:75])[CH2:73][CH2:72][C:71]4=[O:76])=O)C=3)\C=C\C3C(C)(C)C4C5C=C(S([O-])(=O)=O)C=C(S([O-])(=O)=O)C=5C=CC=4[N+]=3CCCCS([O-])(=O)=O)/N=C2N(CCCCS([O-])(=O)=O)C=1.[Na+:77].[Na+].[Na+].[C:80]([CH2:83][CH2:84][C:85]1[CH:86]=[C:87](/[C:91](=[CH:125]\[CH:126]=[C:127]2/[C:128]([CH3:146])([CH3:145])[C:129]3[C:130](=[N:144]/2)[N:131]([CH2:136][CH2:137][CH2:138][CH2:139][S:140]([O-:143])(=[O:142])=[O:141])[CH:132]=[C:133]([Cl:135])[CH:134]=3)/[CH:92]=[CH:93]/[C:94]2[C:102]([CH3:104])([CH3:103])[C:101]3[C:100]4[CH:105]=[C:106]([S:113]([O-:116])(=[O:115])=[O:114])[CH:107]=[C:108]([S:109]([O-:112])(=[O:111])=[O:110])[C:99]=4[CH:98]=[CH:97][C:96]=3[N+:95]=2[CH2:117][CH2:118][CH2:119][CH2:120][S:121]([O-:124])(=[O:123])=[O:122])[CH:88]=[CH:89][CH:90]=1)([OH:82])=[O:81].[Na+].[Na+].[Na+]>>[Cl:135][C:133]1[CH:134]=[C:129]2[C:128]([CH3:146])([CH3:145])/[C:127](=[CH:126]\[CH:125]=[C:91](/[C:87]3[CH:88]=[CH:89][CH:90]=[C:85]([CH2:84][CH2:83][C:80]([O:82][N:70]4[C:74](=[O:75])[CH2:73][CH2:72][C:71]4=[O:76])=[O:81])[CH:86]=3)\[CH:92]=[CH:93]\[C:94]3[C:102]([CH3:103])([CH3:104])[C:101]4[C:100]5[CH:105]=[C:106]([S:113]([O-:116])(=[O:114])=[O:115])[CH:107]=[C:108]([S:109]([O-:112])(=[O:110])=[O:111])[C:99]=5[CH:98]=[CH:97][C:96]=4[N+:95]=3[CH2:117][CH2:118][CH2:119][CH2:120][S:121]([O-:124])(=[O:123])=[O:122])/[N:144]=[C:130]2[N:131]([CH2:136][CH2:137][CH2:138][CH2:139][S:140]([O-:143])(=[O:142])=[O:141])[CH:132]=1.[Na+:77].[Na+:77].[Na+:77] |f:0.1.2.3,4.5.6.7,8.9.10.11|. Procedure: Compound 31 is prepared analogously to compound 29 (Example 38), except that compound 30 is used as a starting material.